From a dataset of the Open Reaction Database (ORD), a public repository of structured organic reaction records. describe an organic reaction: reactants, conditions, products, and yield Starting materials: FC1=C(C(=CC=C1)F)C1=NC(=C(N1)C1=CC=C(C(=N1)NS(=O)(=O)C(C)C)[N+](=O)[O-])C1=CC=CC=C1 (propane-2-sulfonic acid {6-[2-(2,6-difluorophenyl)-5-phenyl-3H-imidazol-4-yl]-3-nitropyridin-2-yl}amide), [BH4-].[Na+] (sodium borohydride). The reagents and catalysts are [Pd] (Pd/C). Solvent: CO (MeOH). Product: NC=1C(=NC(=CC1)C=1NC(=NC1C1=CC=CC=C1)C1=C(C=CC=C1F)F)NS(=O)(=O)C(C)C (Propane-2-sulfonic acid {3-amino-6-[2-(2,6-difluorophenyl)-5-phenyl-3H-imidazol-4-yl]-pyridin-2-yl}amide). Yield: 96.8%. Reaction SMILES: [F:1][C:2]1[CH:7]=[CH:6][CH:5]=[C:4]([F:8])[C:3]=1[C:9]1[NH:13][C:12]([C:14]2[N:19]=[C:18]([NH:20][S:21]([CH:24]([CH3:26])[CH3:25])(=[O:23])=[O:22])[C:17]([N+:27]([O-])=O)=[CH:16][CH:15]=2)=[C:11]([C:30]2[CH:35]=[CH:34][CH:33]=[CH:32][CH:31]=2)[N:10]=1.[BH4-].[Na+]>CO.[Pd]>[NH2:27][C:17]1[C:18]([NH:20][S:21]([CH:24]([CH3:26])[CH3:25])(=[O:23])=[O:22])=[N:19][C:14]([C:12]2[NH:13][C:9]([C:3]3[C:2]([F:1])=[CH:7][CH:6]=[CH:5][C:4]=3[F:8])=[N:10][C:11]=2[C:30]2[CH:31]=[CH:32][CH:33]=[CH:34][CH:35]=2)=[CH:15][CH:16]=1 |f:1.2|. Reported procedure: Add 10% Pd/C (0.033 g) to a stirring solution of propane-2-sulfonic acid {6-[2-(2,6-difluorophenyl)-5-phenyl-3H-imidazol-4-yl]-3-nitropyridin-2-yl}amide (0.33 g, 0.66 mmol) in MeOH (10 mL). Add sodium borohydride (0.124 g, 3.3 mmol) in portions and with stirring under nitrogen for 15 min. Filter the catalyst and concentrate. Dilute with EtOAc (20 mL) and extract successively with saturated NaHCO3 and saturated aqueous NaCl. Dry the organic layer over Na2SO4 and concentrate to give the title comp... Starting materials: FC(C1=CC2=C(C(OC(N2)=O)=O)C=C1)(F)F (7-trifluoromethyl-1H-3,1-benzoxazine-2,4-dione), C(CCC)[Li] (butyl lithium), CN1N=NN=C1C (1,5-dimethyltetrazole). Solvent: Industrial methylated spirit, CCCCCC (hexane), O1CCCC1 (tetrahydrofuran). Reaction conditions: time 15 minute. Product: NC1=C(C=CC(=C1)C(F)(F)F)C(CC1=NN=NN1C)=O (1-(2-amino-4-trifluoromethylphenyl)-2-(1-methyl-1H-tetrazol-5-yl)ethanone). RXN SMILES: C([Li])CCC.[CH3:6][N:7]1[C:11]([CH3:12])=[N:10][N:9]=[N:8]1.[F:13][C:14]([F:28])([F:27])[C:15]1[CH:26]=[CH:25][C:18]2[C:19](=O)[O:20]C(=O)[NH:22][C:17]=2[CH:16]=1>CCCCCC.O1CCCC1>[NH2:22][C:17]1[CH:16]=[C:15]([C:14]([F:13])([F:27])[F:28])[CH:26]=[CH:25][C:18]=1[C:19](=[O:20])[CH2:12][C:11]1[N:7]([CH3:6])[N:8]=[N:9][N:10]=1. Reported procedure: A solution of butyl lithium in hexane (2.7M, 11.1 ml) was added during 2 minutes to a stirred solution of 1,5-dimethyltetrazole (2.94 g) in dry tetrahydrofuran (100 ml) at -10° to -5°. After stirring for 15 minutes, 7-trifluoromethyl-1H-3,1-benzoxazine-2,4-dione (2.3 g) was added during 5 minutes at -10° to -5°. The reaction mixture was stirred at ambient temperature for 1 hour. Industrial methylated spirit (2 ml) was added and the mixture kept at ambient temperature for 1.5 hours. The mixture w... The reactants are O=C(O)c1cc2c(OCc3coc4cc(F)cc(F)c34)cccc2[nH]1, CC1CN(CCC2(O)CCC(N)CC2)CCC1O. The product is CC1CN(CCC2(O)CCC(NC(=O)c3cc4c(OCc5coc6cc(F)cc(F)c56)cccc4[nH]3)CC2)CCC1O. RXN SMILES: [F:1][c:2]1[cH:3][c:4]([F:25])[cH:5][c:6]2[c:7]1[c:8]([CH2:11][O:12][c:13]1[c:14]3[cH:15][c:16]([C:22](=[O:23])[OH:24])[nH:17][c:18]3[cH:19][cH:20][cH:21]1)[cH:9][o:10]2.[NH2:26][CH:27]1[CH2:28][CH2:29][C:30]([OH:33])([CH2:34][CH2:35][N:36]2[CH2:37][CH:38]([CH3:43])[CH:39]([OH:42])[CH2:40][CH2:41]2)[CH2:31][CH2:32]1>>[F:1][c:2]1[cH:3][c:4]([F:25])[cH:5][c:6]2[c:7]1[c:8]([CH2:11][O:12][c:13]1[c:14]3[cH:15][c:16]([C:22](=[O:23])[NH:26][CH:27]4[CH2:28][CH2:29][C:30]([OH:33])([CH2:34][CH2:35][N:36]5[CH2:37][CH:38]([CH3:43])[CH:39]([OH:42])[CH2:40][CH2:41]5)[CH2:31][CH2:32]4)[nH:17][c:18]3[cH:19][cH:20][cH:21]1)[cH:9][o:10]2. Product: ClC=1C=C(C=CC1)CCNC1=NC=C(C(=N1)C=1C=C(CN(S(=O)(=O)C)C2CCNCC2)C=CC1)F (N-(3-{2-[2-(3-Chloro-phenyl)-ethylamino]-5-fluoro-pyrimidin-4-yl}-benzyl)-N-piperidin-4-yl-methanesulfonamide). Procedure: Intermediate 77 was coupled with 2-(3-chloro-phenyl)-ethylamine following procedure Q. The resulting product was deprotected following procedure R. LC-MS showed the product had the expected M+H+ of 518. 1H NMR (Varian 300 MHz, CD3OD, shifts relative to the solvent peak at 3.3 ppm) δ 8.25 (d, 1H), 8.18 (s, 1H), 7.97 (d, 1H), 7.49 (m, 2H), 7.15 (m, 4H), 4.56 (s, 2H), 3.93 (m, 1H), 3.64 (t, 2H), 3.33 (m, 2H), 3.04 (s, 3H), 2.98 (m, 2H), 2.91 (t, 2H), 1.91 (m, 4H). The reactants are C(C)(C)(C)OC(=O)N1CCC(CC1)N(S(=O)(=O)C)CC1=CC(=CC=C1)C1=NC(=NC=C1F)Cl (4-{[3-(2-Chloro-5-fluoro-pyrimidin-4-yl)-benzyl]-methanesulfonyl-amino}-piperidine-1-carboxylic acid tert-butyl ester), ClC=1C=C(C=CC1)CCN (2-(3-chloro-phenyl)-ethylamine), 518. RXN SMILES: C(OC([N:8]1[CH2:13][CH2:12][CH:11]([N:14]([CH2:19][C:20]2[CH:25]=[CH:24][CH:23]=[C:22]([C:26]3[C:31]([F:32])=[CH:30][N:29]=[C:28](Cl)[N:27]=3)[CH:21]=2)[S:15]([CH3:18])(=[O:17])=[O:16])[CH2:10][CH2:9]1)=O)(C)(C)C.[Cl:34][C:35]1[CH:36]=[C:37]([CH2:41][CH2:42][NH2:43])[CH:38]=[CH:39][CH:40]=1>>[Cl:34][C:35]1[CH:36]=[C:37]([CH2:41][CH2:42][NH:43][C:28]2[N:27]=[C:26]([C:22]3[CH:21]=[C:20]([CH:25]=[CH:24][CH:23]=3)[CH2:19][N:14]([CH:11]3[CH2:12][CH2:13][NH:8][CH2:9][CH2:10]3)[S:15]([CH3:18])(=[O:17])=[O:16])[C:31]([F:32])=[CH:30][N:29]=2)[CH:38]=[CH:39][CH:40]=1.